Task: describe an organic reaction: reactants, conditions, products, and yield. Dataset: the Open Reaction Database (ORD), a public repository of structured organic reaction records The reactants are CCCC[N+](CCCC)(CCCC)CCCC.[F-] (TBAF), C(C1=CC=CC=C1)OC1=CC=C(C=C1)CC(C#N)(C=1C=NC=CC1)O[Si](C)(C)C(C)(C)C ((±)-3-(4-benzyloxyphenyl)-2-(ter-butyldimethylsilyloxy)-2-(pyridin-3-yl)propionitrile). Solvent: C1CCOC1 (THF), C1CCOC1 (THF). Reaction conditions: time 30 minute. Product: C(C1=CC=CC=C1)OC1=CC=C(C=C1)CC(=O)C=1C=NC=CC1 (2-(4-Benzyloxyphenyl)-1-(pyridin-3-yl)ethanone). Isolated yield 93.7%. Reaction SMILES: CCCC[N+](CCCC)(CCCC)CCCC.[F-].[CH2:19]([O:26][C:27]1[CH:32]=[CH:31][C:30]([CH2:33][C:34]([O:43][Si](C(C)(C)C)(C)C)([C:37]2[CH:38]=[N:39][CH:40]=[CH:41][CH:42]=2)C#N)=[CH:29][CH:28]=1)[C:20]1[CH:25]=[CH:24][CH:23]=[CH:22][CH:21]=1>C1COCC1>[CH2:19]([O:26][C:27]1[CH:32]=[CH:31][C:30]([CH2:33][C:34]([C:37]2[CH:38]=[N:39][CH:40]=[CH:41][CH:42]=2)=[O:43])=[CH:29][CH:28]=1)[C:20]1[CH:21]=[CH:22][CH:23]=[CH:24][CH:25]=1 |f:0.1|. Reported procedure: A solution of TBAF in THF (1.0 M, 2.2 mL, 2.2 mmole) was added dropwise to a solution of (±)-3-(4-benzyloxyphenyl)-2-(ter-butyldimethylsilyloxy)-2-(pyridin-3-yl)propionitrile (769 mg, 1.73 mmole) in dry THF (10 mL) at −15° C. After 30 min, the reaction was partitioned between EtOAc and H2O. The layers were separated and the organic layer was washed with H2O, dried (MgSO4), filtered through a plug of silica gel, and concentrated to afford impure title compound (492 mg, 94%) as a yellow solid: MS ...